This data is from the Open Reaction Database (ORD), a public repository of structured organic reaction records. The task is: describe an organic reaction: reactants, conditions, products, and yield Reactants: FC1=C(C=CC(=C1)C(C)(C)O)C1=CC(=C(S1)NC1=NC(=CC=C1)CO)C(=O)N (5-[2-fluoro-4-(1-hydroxy-1-methylethyl)phenyl]-2-{[6-(hydroxymethyl)pyridin-2-yl]amino}thiophene-3-carboxamide), [H-].[Na+] (NaH), BrCCOC (1-Bromo-2-methoxyethane). Run in CN(C)C=O (DMF). Run at time 10 minute. Product: FC1=C(C=CC(=C1)C(C)(C)O)C1=CC(=C(S1)NC1=NC(=CC=C1)COCCOC)C(=O)N (5-[2-Fluoro-4-(1-hydroxy-1-methylethyl)phenyl]-2-({6-[(2-methoxyethoxy) methyl]pyridin-2-yl}amino)thiophene-3-carboxamide). RXN SMILES: [H-].[Na+].[F:3][C:4]1[CH:9]=[C:8]([C:10]([OH:13])([CH3:12])[CH3:11])[CH:7]=[CH:6][C:5]=1[C:14]1[S:18][C:17]([NH:19][C:20]2[CH:25]=[CH:24][CH:23]=[C:22]([CH2:26][OH:27])[N:21]=2)=[C:16]([C:28]([NH2:30])=[O:29])[CH:15]=1.Br[CH2:32][CH2:33][O:34][CH3:35]>CN(C=O)C>[F:3][C:4]1[CH:9]=[C:8]([C:10]([OH:13])([CH3:11])[CH3:12])[CH:7]=[CH:6][C:5]=1[C:14]1[S:18][C:17]([NH:19][C:20]2[CH:25]=[CH:24][CH:23]=[C:22]([CH2:26][O:27][CH2:32][CH2:33][O:34][CH3:35])[N:21]=2)=[C:16]([C:28]([NH2:30])=[O:29])[CH:15]=1 |f:0.1|. Procedure details: To a suspension of NaH (7.5 mg, 0.19 mmol) in DMF (1.25 mL) at 0° C. under argon was added 5-[2-fluoro-4-(1-hydroxy-1-methylethyl)phenyl]-2-{[6-(hydroxymethyl)pyridin-2-yl]amino}thiophene-3-carboxamide (Example 43) (50 mg, 0.13 mmol) and the mixture was allowed to stir for 10 minutes. 1-Bromo-2-methoxyethane (26 mg, 0.187 mmol) was then added and the reaction was allowed to warm to room temperature overnight. The reaction was then quenched by the addition of water, extracted with ethyl acetate a...